This data is from the Open Reaction Database (ORD), a public repository of structured organic reaction records. The task is: describe an organic reaction: reactants, conditions, products, and yield Starting materials: C(CCC)[Li] (n-butyllithium), solution, CCCCCC (hexane), C1C=CC2=CC=CC=C12 (Indene). The solvent is C(C)OCC (diethyl ether). Reaction conditions: temperature -78 celsius. Yields the product [CH-]1C=CC2=CC=CC=C12.[Li+] (lithium indenide). As a reaction SMILES: C([Li:5])CCC.CCCCCC.[CH2:12]1[C:20]2[C:15](=[CH:16][CH:17]=[CH:18][CH:19]=2)[CH:14]=[CH:13]1>C(OCC)C>[CH-:12]1[C:20]2[C:15](=[CH:16][CH:17]=[CH:18][CH:19]=2)[CH:14]=[CH:13]1.[Li+:5] |f:4.5|. Procedure: A 500 mL Schlenk flask is charged with diethyl ether, 225 mL, and n-butyllithium, 13.6 mL of a 2.93M solution in hexane (45 mmole). The mixture is stirred magnetically and chilled to -78° C. in a dry ice/acetone bath. Indene, 5.25 mL (45 mmole), is added to the solution which is then allowed to warm to room temperature. The solution is stirred at least 12 hours at room temperature prior to further reaction. Titration of the sample shows the reaction is complete. The reactants are N1=CC=NC2=CC=CC=C12 (quinoxaline), product, C(C)NCC (diethylamine), product, ClC=1C=2N(C3=CC=CC=C3N1)C=NN2 (4-chloro-[1,2,4]triazolo[4,3-a]quinoxaline), C(CC)NCCC (di-n-propylamine). Product: C(C)N(C=1C=2N(C3=CC=CC=C3N1)C(=NN2)CC)CC (4-diethylamino-1-ethyl-[1,2,4]triazolo[4,3-a]quinoxaline). The yield is 69.0%. As a reaction SMILES: [N:1]1[C:10]2C(=CC=C[CH:9]=2)N=[CH:3][CH:2]=1.Cl[C:12]1[C:13]2[N:14]([CH:22]=[N:23][N:24]=2)[C:15]2[C:20]([N:21]=1)=[CH:19][CH:18]=[CH:17][CH:16]=2.[CH2:25](NCC)[CH3:26].C(NCCC)CC>>[CH2:2]([N:1]([CH2:10][CH3:9])[C:12]1[C:13]2[N:14]([C:22]([CH2:25][CH3:26])=[N:23][N:24]=2)[C:15]2[C:20]([N:21]=1)=[CH:19][CH:18]=[CH:17][CH:16]=2)[CH3:3]. Procedure: This compound was prepared by the method of Example 11, utilizing 4-chloro-1-ethyl-[1,2,4]triazolo4,3-a]quinoxaline (the product of Example 4) as starting material in place of 4-chloro-[1,2,4]triazolo[4,3-a]quinoxaline (the product of Example 2) and diethylamine as reagent in place of di-n-propylamine. The crude product was recrystallized from cyclohexane to afford 3.54 g. (69% yield) of pure 4-diethylamino-1-ethyl-[1,2,4]triazolo[4,3-a]quinoxaline as a white solid (m.p. 98°-100° C.). Mass spect... Reaction conditions: temperature 160 celsius, time 5 minute. Reactants: Cl (HCl), BrC1=CC=C(C=C1)N1N=CN=C1 (1-(4-bromophenyl)-1H-1,2,4-triazole), C(CC)C=1C=NC(=NC1)N1CCC(CC1)OC1=CC(NC=C1)=O (4-(1-(5-propylpyrimidin-2-yl)piperidin-4-yloxy)pyridin-2(1H)-one), N1=CC=CC2=CC=CC(=C12)O (quinolin-8-ol), C([O-])([O-])=O.[K+].[K+] (potassium carbonate). The reagents and catalysts are [Cu]I (Copper(I) iodide). Reported procedure: A mixture of 1-(4-bromophenyl)-1H-1,2,4-triazole (45 mg, 0.20 mmol), 4-(1-(5-propylpyrimidin-2-yl)piperidin-4-yloxy)pyridin-2(1H)-one (58 mg, 0.18 mmol), quinolin-8-ol (11 mg, 0.074 mmol, Alfa Aesar), potassium carbonate (33 mg, 0.24 mmol), Copper(I) iodide (14 mg, 0.074 mmol, Alfa Aesar) in DMSO (2 mL) was heated under microwave condition at 160° C. for 30 min. The resulting mixture was diluted with H2O and extracted with EtOAc (2×). The combined organic layers were concentrated in vacuo to a g... Yields the product N1(N=CN=C1)C1=CC=C(C=C1)N1C(C=C(C=C1)OC1CCN(CC1)C1=NC=C(C=N1)CCC)=O (1-(4-(1H-1,2,4-triazol-1-yl)phenyl)-4-(1-(5-propylpyrimidin-2-yl)piperidin-4-yloxy)pyridin-2(1H)-one). Reaction SMILES: Br[C:2]1[CH:7]=[CH:6][C:5]([N:8]2[CH:12]=[N:11][CH:10]=[N:9]2)=[CH:4][CH:3]=1.[CH2:13]([C:16]1[CH:17]=[N:18][C:19]([N:22]2[CH2:27][CH2:26][CH:25]([O:28][C:29]3[CH:34]=[CH:33][NH:32][C:31](=[O:35])[CH:30]=3)[CH2:24][CH2:23]2)=[N:20][CH:21]=1)[CH2:14][CH3:15].N1C2C(=CC=CC=2O)C=CC=1.C(=O)([O-])[O-].[K+].[K+].Cl>CS(C)=O.O.C(Cl)Cl.[Cu]I>[N:8]1([C:5]2[CH:6]=[CH:7][C:2]([N:32]3[CH:33]=[CH:34][C:29]([O:28][CH:25]4[CH2:26][CH2:27][N:22]([C:19]5[N:18]=[CH:17][C:16]([CH2:13][CH2:14][CH3:15])=[CH:21][N:20]=5)[CH2:23][CH2:24]4)=[CH:30][C:31]3=[O:35])=[CH:3][CH:4]=2)[CH:12]=[N:11][CH:10]=[N:9]1 |f:3.4.5|. Run in C(Cl)Cl (DCM), O (H2O), CS(=O)C (DMSO). Isolated yield 32.8%. Reactants: C(C=C)C1(CCN(CC1)C(=O)OC(C)(C)C)O (tert-butyl 4-allyl-4-hydroxypiperidine-1-carboxylate), C[Si](C(F)(F)F)(C)C (trimethyl(trifluoromethyl)silane), C1CCOC1 (THF). The solvent is C(Cl)Cl (DCM). Run at temperature 80 celsius, time 8 hour. The product is FC1(C(C1)CC1(CCN(CC1)C(=O)OC(C)(C)C)O)F (tert-butyl 4-((2,2-difluorocyclopropyl)methyl)-4-hydroxypiperidine-1 carboxylate). RXN SMILES: [CH2:1]([C:4]1([OH:17])[CH2:9][CH2:8][N:7]([C:10]([O:12][C:13]([CH3:16])([CH3:15])[CH3:14])=[O:11])[CH2:6][CH2:5]1)[CH:2]=[CH2:3].C[Si](C)(C)[C:20]([F:23])(F)[F:21].C1COCC1>C(Cl)Cl>[F:21][C:20]1([F:23])[CH2:3][CH:2]1[CH2:1][C:4]1([OH:17])[CH2:9][CH2:8][N:7]([C:10]([O:12][C:13]([CH3:16])([CH3:15])[CH3:14])=[O:11])[CH2:6][CH2:5]1. Procedure details: To a sealed tube was added tert-butyl 4-allyl-4-hydroxypiperidine-1-carboxylate 11B (280 mg, 1.16 mmol), Nat (112 mg, 0.74 mmol), trimethyl(trifluoromethyl)silane (0.6 mL) and THF (10 mL). The tube was sealed, and then the mixture was stirred at 80° C. overnight. The resulting mixture was diluted with DCM, filtered, and the filtrate was concentrated in vacuo to give the crude product 11C which was used for next step without further purification. LC-MS: m/z 292.3 (M+H)+